From a dataset of the Open Reaction Database (ORD), a public repository of structured organic reaction records. describe an organic reaction: reactants, conditions, products, and yield Starting materials: N1N=CC2=CC=C(C=C12)O (1H-indazol-6-ol), C([O-])([O-])=O.[K+].[K+] (potassium carbonate), C(C=C)I (allyl iodide), C([O-])([O-])=O.[K+].[K+] (potassium carbonate), C(C=C)I (allyl iodide). Reagents/catalysts: C([O-])([O-])=O.[Cs+].[Cs+] (cesium carbonate). Solvent: CC(=O)C (acetone). Reaction conditions: time 18 hour. The product is C(C=C)OC1=CC=C2C=NNC2=C1 (6-Allyloxy-1H-indazole). Isolated yield 56.3%. Reaction SMILES: [NH:1]1[C:9]2[C:4](=[CH:5][CH:6]=[C:7]([OH:10])[CH:8]=2)[CH:3]=[N:2]1.C(=O)([O-])[O-].[K+].[K+].[CH2:17](I)[CH:18]=[CH2:19]>CC(C)=O.C(=O)([O-])[O-].[Cs+].[Cs+]>[CH2:19]([O:10][C:7]1[CH:8]=[C:9]2[C:4]([CH:3]=[N:2][NH:1]2)=[CH:5][CH:6]=1)[CH:18]=[CH2:17] |f:1.2.3,6.7.8|. Procedure: To a solution of 1H-indazol-6-ol (20.0 g, 150 mmol) in acetone (450 mL) was added pulverized potassium carbonate (22.4 g, 162 mmol), cesium carbonate (2.00 g, 5.7 mmol), and allyl iodide (14.63 mL, 160 mmol) and the mixture was stirred for 18 h at ambient temperature. Additional potassium carbonate (5.00 g, 36 mmol) and allyl iodide (1.4 mL, 15 mmol) were added and the mixture was stirred for 2 h followed filtration. Water (200 mL) was added to the filtrate and the volume of the mixture was redu...